From a dataset of the Open Reaction Database (ORD), a public repository of structured organic reaction records. describe an organic reaction: reactants, conditions, products, and yield Reactants: COc1ccc(COC(=O)n2c(SCc3ccc(C)cn3)nc3cscc32)cc1, O=C(OO)c1cccc(Cl)c1, ClCCl, [K+], O=P([O-])(O)O. The product is COc1ccc(COC(=O)n2c(S(=O)Cc3ccc(C)cn3)nc3cscc32)cc1. Reaction SMILES: [CH3:1][O:2][c:3]1[cH:4][cH:5][c:6]([CH2:7][O:8][C:9](=[O:10])[n:11]2[c:12]([S:19][CH2:20][c:21]3[cH:22][cH:23][c:24]([CH3:27])[cH:25][n:26]3)[n:13][c:14]3[c:15]2[cH:16][s:17][cH:18]3)[cH:28][cH:29]1.[Cl:36][c:37]1[cH:38][cH:39][cH:40][c:41]([C:42]([O:43][OH:44])=[O:45])[cH:46]1.[Cl:47][CH2:48][Cl:49].[K+:35].[P:30](=[O:31])([O-:32])([OH:33])[OH:34]>>[CH3:1][O:2][c:3]1[cH:4][cH:5][c:6]([CH2:7][O:8][C:9](=[O:10])[n:11]2[c:12]([S:19]([CH2:20][c:21]3[cH:22][cH:23][c:24]([CH3:27])[cH:25][n:26]3)=[O:31])[n:13][c:14]3[c:15]2[cH:16][s:17][cH:18]3)[cH:28][cH:29]1. Procedure details: Further, following the procedure of Preparation 16, but using in place of the C-15 unsubstituted PGE2 -type compound of Preparation 16 and above, the 15-methyl and 15-methyl ether PGE2 -type compounds described above, there are obtained the corresponding 15-methyl and 15-methyl ether PGE1 -type compounds of either 15-epimeric configuration in both free acid and methyl ester form. Further, following the procedure of Preparation 16 but using in place of the C-16 unsubstituted PGE2 -type compound t... RXN SMILES: CCCCC[C@H](O)/C=C/[C@@H]1[C@@H](C/C=C\CCCC(O)=O)C(=O)C[C@H]1O.[CH3:26][CH2:27][CH2:28][CH2:29][C:30]([C@H:33]([OH:52])/[CH:34]=[CH:35]/[C@@H:36]1[C@@H:41]([CH2:42]/[CH:43]=[CH:44]\[CH2:45][CH2:46][CH2:47][C:48]([OH:50])=[O:49])[C:39](=[O:40])[CH2:38][C@H:37]1[OH:51])([CH3:32])[CH3:31]>>[CH3:26][CH2:27][CH2:28][CH2:29][C:30]([C@H:33]([OH:52])/[CH:34]=[CH:35]/[C@@H:36]1[C@@H:41]([CH2:42][CH2:43][CH2:44][CH2:45][CH2:46][CH2:47][C:48]([OH:50])=[O:49])[C:39](=[O:40])[CH2:38][C@H:37]1[OH:51])([CH3:32])[CH3:31]. The reactants are CCCCC(C)(C)[C@@H](/C=C/[C@H]1[C@@H](CC(=O)[C@@H]1C/C=C\CCCC(=O)O)O)O (16,16-dimethyl-PGE2), CCCCC[C@@H](/C=C/[C@H]1[C@@H](CC(=O)[C@@H]1C/C=C\CCCC(=O)O)O)O (PGE2), 16-methyl. Yields the product 16-methyl, CCCCC(C)(C)[C@@H](/C=C/[C@H]1[C@@H](CC(=O)[C@@H]1CCCCCCC(=O)O)O)O (16,16-dimethyl-PGE1).